From a dataset of the Open Reaction Database (ORD), a public repository of structured organic reaction records. describe an organic reaction: reactants, conditions, products, and yield Reactants: NC(=O)c1c(F)c(Br)cc2cc[nH]c12, CC(=O)O, CCOC(C)=O, [NH4+], [OH-], O=C1CCSCC1. Product: NC(=O)c1c(F)c(Br)cc2c(C3CCSCC3)c[nH]c12. RXN SMILES: [Br:12][c:13]1[cH:14][c:15]2[cH:16][cH:17][nH:18][c:19]2[c:20]([C:23](=[O:24])[NH2:25])[c:21]1[F:22].[C:8]([OH:9])(=[O:10])[CH3:11].[CH3:28][CH2:29][O:30][C:31]([CH3:32])=[O:33].[NH4+:27].[OH-:26].[S:1]1[CH2:2][CH2:3][C:4](=[O:7])[CH2:5][CH2:6]1>>[S:1]1[CH2:2][CH2:3][CH:4]([c:16]2[c:15]3[cH:14][c:13]([Br:12])[c:21]([F:22])[c:20]([C:23](=[O:24])[NH2:25])[c:19]3[nH:18][cH:17]2)[CH2:5][CH2:6]1. Starting materials: ClC1=C(N)C=CC(=C1Cl)OC (2,3-dichloro-4-methoxyaniline), C(CCC)Br (n-butylbromide), C(O)([O-])=O.[Na+] (sodium hydrogen carbonate). Solvent: COCCO (methylcellosolve). Reaction conditions: time 48 hour. Product: ClC1=C(NCCCC)C=CC(=C1Cl)OC (2,3-Dichloro-4-methoxy-N-n-butylaniline). Reaction SMILES: [Cl:1][C:2]1[C:8]([Cl:9])=[C:7]([O:10][CH3:11])[CH:6]=[CH:5][C:3]=1[NH2:4].[CH2:12](Br)[CH2:13][CH2:14][CH3:15].C(=O)([O-])O.[Na+]>COCCO>[Cl:1][C:2]1[C:8]([Cl:9])=[C:7]([O:10][CH3:11])[CH:6]=[CH:5][C:3]=1[NH:4][CH2:12][CH2:13][CH2:14][CH3:15] |f:2.3|. Procedure details: A mixture of 2,3-dichloro-4-methoxyaniline (19.2 g), n-butylbromide (22.0 g), sodium hydrogen carbonate (40 g) and methylcellosolve (350 ml) is stirred at 95°-100° C. for about 48 hours. The cooled mixture is filtered, and the filtrate is evaporated in vacuo. The remaining material is washed with water and is thereafter recrystallized from ethanol to give the title compound with a melting point of 47°-49° C. Reactants: O=C(O)CCCCCCCCBr, Cc1ccccc1, c1ccc(P(c2ccccc2)c2ccccc2)cc1. Product: [Br-], O=C(O)CCCCCCCC[P+](c1ccccc1)(c1ccccc1)c1ccccc1. As a reaction SMILES: [Br:1][CH2:2][CH2:3][CH2:4][CH2:5][CH2:6][CH2:7][CH2:8][CH2:9][C:10](=[O:11])[OH:12].[CH3:32][c:33]1[cH:34][cH:35][cH:36][cH:37][cH:38]1.[c:13]1([P:19]([c:20]2[cH:21][cH:22][cH:23][cH:24][cH:25]2)[c:26]2[cH:27][cH:28][cH:29][cH:30][cH:31]2)[cH:14][cH:15][cH:16][cH:17][cH:18]1>>[Br-:1].[CH2:2]([CH2:3][CH2:4][CH2:5][CH2:6][CH2:7][CH2:8][CH2:9][C:10](=[O:11])[OH:12])[P+:19]([c:13]1[cH:14][cH:15][cH:16][cH:17][cH:18]1)([c:20]1[cH:21][cH:22][cH:23][cH:24][cH:25]1)[c:26]1[cH:27][cH:28][cH:29][cH:30][cH:31]1. Starting materials: Cl.CC1=NC(=CC(=C1[N+](=O)[O-])NC1=CC=C(CCNC(OCC2=CC=CC=C2)=O)C=C1)C (benzyl 4-(2,6-dimethyl-3-nitropyridin-4-ylamino)phenethylcarbamate hydrochloride). The reagents and catalysts are [Pt] (Pt/C). Run in CO (methanol). Product: Cl.NC=1C(=NC(=CC1NC1=CC=C(CCNC(OCC2=CC=CC=C2)=O)C=C1)C)C (benzyl 4-(3-amino-2,6-dimethylpyridin-4-ylamino)phenethylcarbamate hydrochloride). Yield: 89.9%. As a reaction SMILES: [ClH:1].[CH3:2][C:3]1[C:8]([N+:9]([O-])=O)=[C:7]([NH:12][C:13]2[CH:31]=[CH:30][C:16]([CH2:17][CH2:18][NH:19][C:20](=[O:29])[O:21][CH2:22][C:23]3[CH:28]=[CH:27][CH:26]=[CH:25][CH:24]=3)=[CH:15][CH:14]=2)[CH:6]=[C:5]([CH3:32])[N:4]=1>[Pt].CO>[ClH:1].[NH2:9][C:8]1[C:3]([CH3:2])=[N:4][C:5]([CH3:32])=[CH:6][C:7]=1[NH:12][C:13]1[CH:14]=[CH:15][C:16]([CH2:17][CH2:18][NH:19][C:20](=[O:29])[O:21][CH2:22][C:23]2[CH:24]=[CH:25][CH:26]=[CH:27][CH:28]=2)=[CH:30][CH:31]=1 |f:0.1,4.5|. Reported procedure: To a clean, nitrogen-purged 1 L hydrogenation reactor were charged 5% Pt/C (625 mg), benzyl 4-(2,6-dimethyl-3-nitropyridin-4-ylamino)phenethylcarbamate hydrochloride (25.0 g, 54.7 mmoles) and methanol (550 mL). The reaction was stirred for at least 15 minutes and then purged sequentially with nitrogen and hydrogen. The reaction was then pressurized with hydrogen to between 18 and 25 psi at between 22° C. and 28° C. until HPLC showed no starting material remained. The reaction was purged with nit... The reactants are NC=1SC2=C(C=NC=C2)N1 (2-aminothiazolo[4,5-c]pyridine), N1=CC=CC=C1 (pyridine), CN=C=O (CH3NCO), CN(C)C=O (DMF). Run in CO (CH3OH). Conditions: time 2 day. The product is CNC(NC=1SC2=C(C=NC=C2)N1)=O (2-(3-Methylureido)thiazolo[4,5-c]pyridine). The yield is 79.0%. RXN SMILES: [NH2:1][C:2]1[S:3][C:4]2[CH:9]=[CH:8][N:7]=[CH:6][C:5]=2[N:10]=1.N1C=CC=CC=1.[CH3:17][N:18]=[C:19]=[O:20].CN(C=O)C>CO>[CH3:17][NH:18][C:19](=[O:20])[NH:1][C:2]1[S:3][C:4]2[CH:9]=[CH:8][N:7]=[CH:6][C:5]=2[N:10]=1. Procedure details: A mixture of 2-aminothiazolo[4,5-c]pyridine (151 mg, 1 mmole), pyridine (1.8 ml), CH3NCO (1.2 ml) and 3 ml DMF was stirred at room temperature for 2 days. To the reaction mixture was added CH3OH, and the mixture was evaporated in vacuo. The residue was treated with CH3OH and ether to give 165 mg (79%) of crystalline solid. Mp. 178°~187° C. (dec.). The reactants are FC=1C=C(CCNC(C2=CC=C(C=C2)C(F)(F)F)=O)C=CC1 (N-(3-fluorophenethyl)-4-(trifluoromethyl)benzamide), O=P12OP3(=O)OP(=O)(O1)OP(=O)(O2)O3 (phosphoric pentoxide), polyphosphoric acid, [OH-].[K+] (KOH), C(C)OCC (diethyl ether), [OH-].[K+] (KOH). Run in CCOC(=O)C (EtOAc). Run at temperature 170 celsius, time 5 minute. Product: FC=1C=C2CCN=C(C2=CC1)C1=CC=C(C=C1)C(F)(F)F (6-fluoro-1-(4-(trifluoromethyl)phenyl)-3,4-dihydroisoquinoline). As a reaction SMILES: [F:1][C:2]1[CH:3]=[C:4]([CH:20]=[CH:21][CH:22]=1)[CH2:5][CH2:6][NH:7][C:8](=O)[C:9]1[CH:14]=[CH:13][C:12]([C:15]([F:18])([F:17])[F:16])=[CH:11][CH:10]=1.O=P12OP3(OP(OP(O3)(O1)=O)(=O)O2)=O.[OH-].[K+].C(OCC)C>CCOC(C)=O>[F:1][C:2]1[CH:3]=[C:4]2[C:20](=[CH:21][CH:22]=1)[C:8]([C:9]1[CH:14]=[CH:13][C:12]([C:15]([F:18])([F:17])[F:16])=[CH:11][CH:10]=1)=[N:7][CH2:6][CH2:5]2 |f:2.3|. Reported procedure: A suspension of N-(3-fluorophenethyl)-4-(trifluoromethyl)benzamide (2.8 g, 8.9 mmol) and phosphoric pentoxide (0.6 g, 0.45 mmol) in polyphosphoric acid (62.0 g, 8.9 mmol) was heated at 170° C. for 75 min. The hot reaction mixture was poured into ice and KOH (20% W/V, 50 mL) was added followed by diethyl ether (100 mL) and stirred for 5 mins. Additional KOH was added until pH˜11.0 was achieved. Then, EtOAc (200 mL) was added and the mixture continued stirring at RT for an additional 5 min. and th... Reactants: BrCCBr, CC(C)Cc1cccc(Br)c1, CC(C)Cc1cccc(C=O)c1, CCOC(C)=O, Cl, I, [Mg], C1CCOC1. Product: CC(C)Cc1cccc(C(O)c2cccc(CC(C)C)c2)c1. RXN SMILES: [Br:13][CH2:14][CH2:15][Br:16].[Br:1][c:2]1[cH:3][c:4]([CH2:8][CH:9]([CH3:10])[CH3:11])[cH:5][cH:6][cH:7]1.[CH2:18]([CH:19]([CH3:20])[CH3:21])[c:22]1[cH:23][c:24]([CH:25]=[O:26])[cH:27][cH:28][cH:29]1.[CH3:36][CH2:37][O:38][C:39](=[O:40])[CH3:41].[ClH:30].[I:17].[Mg:12].[O:31]1[CH2:32][CH2:33][CH2:34][CH2:35]1>>[c:2]1([CH:25]([c:24]2[cH:23][c:22]([CH2:18][CH:19]([CH3:20])[CH3:21])[cH:29][cH:28][cH:27]2)[OH:26])[cH:3][c:4]([CH2:8][CH:9]([CH3:10])[CH3:11])[cH:5][cH:6][cH:7]1.